Task: describe an organic reaction: reactants, conditions, products, and yield. Dataset: the Open Reaction Database (ORD), a public repository of structured organic reaction records Reagents/catalysts: [Pd] (palladium/carbon). The reactants are [H][H] (hydrogen), C(C1=CC=CC=C1)N([C@@H]1CC[C@H](CC1)N1CCN(CC1)CC1CC1)CC1=CC=CC=C1 ((trans)-N,N-dibenzyl-4-[4-(cyclopropylmethyl)piperazin-1-yl]cyclohexanamine), [O-2].[Al+3].[O-2].[O-2].[Al+3] (aluminum oxide), [H][H] (hydrogen), C(C)(=O)O (acetic acid). Product: C1(CC1)CN1CCN(CC1)[C@@H]1CC[C@H](CC1)N ((trans)-4-[4-(cyclopropylmethyl)piperazin-1-yl]cyclohexanamine). Procedure: (trans)-N,N-Dibenzyl-4-[4-(cyclopropylmethyl)piperazin-1-yl]cyclohexanamine 16a (1.41 g, 3.38 mmol) was dissolved in 15 mL of methanol followed by the addition of palladium/carbon (706 mg, 10%) and 0.1 mL of acetic acid, filled with hydrogen three times. The reaction mixture was reacted for 12 hours at 3 atmosphere of hydrogen, added with 3 g alkaline aluminum oxide (200-300 mesh) and filtered. The filtrate was concentrated under reduced pressure to obtain the title compound (trans)-4-[4-(cyclop... The solvent is CO (methanol). Isolated yield 112.2%. As a reaction SMILES: C([N:8](CC1C=CC=CC=1)[C@H:9]1[CH2:14][CH2:13][C@H:12]([N:15]2[CH2:20][CH2:19][N:18]([CH2:21][CH:22]3[CH2:24][CH2:23]3)[CH2:17][CH2:16]2)[CH2:11][CH2:10]1)C1C=CC=CC=1.C(O)(=O)C.[H][H].[O-2].[Al+3].[O-2].[O-2].[Al+3]>CO.[Pd]>[CH:22]1([CH2:21][N:18]2[CH2:19][CH2:20][N:15]([C@H:12]3[CH2:13][CH2:14][C@H:9]([NH2:8])[CH2:10][CH2:11]3)[CH2:16][CH2:17]2)[CH2:23][CH2:24]1 |f:3.4.5.6.7|. The reagents and catalysts are [Ni] (Raney nickel). The reactants are CC1=NNC(C1)C1=CC=CC=C1 (3-methyl-5-phenyl-2-pyrazoline), N (NH3), ( 164.24 ). Yields the product CC(CC(N)C1=CC=CC=C1)N (1-Methyl-3-phenyl-1,3-propanediamine). The solvent is CO (methanol). Reported procedure: 160 g (1 mol) of 3-methyl-5-phenyl-2-pyrazoline (according to S. G. Beech et al, J. Chem. Soc. (1952) 4,686-90) are hydrogenated with 20 g of freshly prepared Raney nickel in 400 ml of methanol saturated with NH3 for 6 hours at 80° C./100 atmospheres. The catalyst is separated off, the solvent is removed in a rotary evaporator and the product is distilled under a high vacuum. Fractionation of the distillate in a 25 cm Vigreux column gives 151 g=92% of theory of a colourless oil with a boiling po... As a reaction SMILES: [CH3:1][C:2]1[CH2:6][CH:5]([C:7]2[CH:12]=[CH:11][CH:10]=[CH:9][CH:8]=2)[NH:4][N:3]=1.N>[Ni].CO>[CH3:1][CH:2]([NH2:3])[CH2:6][CH:5]([C:7]1[CH:12]=[CH:11][CH:10]=[CH:9][CH:8]=1)[NH2:4]. Reactants: CN1C(=NC=2C1=NC=CC2)S(=O)(=O)C (3-methyl-2-(methylsulfonyl)-3H-imidazo[4,5-b]pyridine), BrC1=CC(=C(C=C1)O)F (4-bromo-2-fluorophenol), [H-].[Na+] (NaH). Conditions: temperature 180 celsius. Yields the product BrC1=CC(=C(OC2=NC=3C(=NC=CC3)N2C)C=C1)F (2-(4-Bromo-2-fluorophenoxy)-3-methyl-3H-imidazo[4,5-b]pyridine). As a reaction SMILES: [CH3:1][N:2]1[C:6]2=[N:7][CH:8]=[CH:9][CH:10]=[C:5]2[N:4]=[C:3]1S(C)(=O)=O.[Br:15][C:16]1[CH:21]=[CH:20][C:19]([OH:22])=[C:18]([F:23])[CH:17]=1.[H-].[Na+]>>[Br:15][C:16]1[CH:21]=[CH:20][C:19]([O:22][C:3]2[N:2]([CH3:1])[C:6]3=[N:7][CH:8]=[CH:9][CH:10]=[C:5]3[N:4]=2)=[C:18]([F:23])[CH:17]=1 |f:2.3|. Reported procedure: A suspension of 3-methyl-2-(methylsulfonyl)-3H-imidazo[4,5-b]pyridine (700 mg), 4-bromo-2-fluorophenol (0.399 mL) and NaH (60% in oil, 159 mg) was heated at 180° C. for 30 min under microwave irradiation. The mixture was quenched with water at room temperature and extracted with AcOEt. The organic layer was separated, washed with water and brine, dried over MgSO4 and concentrated under reduced pressure. The residue was purified by silica gel column chromatography (AcOEt/hexane) to give the title... Starting materials: Clc1ccc(C(Cl)c2cccc(Br)c2)cc1, ClCCl, CN1CCNCC1. The product is CN1CCN(C(c2ccc(Cl)cc2)c2cccc(Br)c2)CC1. As a reaction SMILES: [Br:1][c:2]1[cH:3][c:4]([CH:5]([c:6]2[cH:7][cH:8][c:9]([Cl:12])[cH:10][cH:11]2)[Cl:13])[cH:14][cH:15][cH:16]1.[CH2:24]([Cl:25])[Cl:26].[CH3:17][N:18]1[CH2:19][CH2:20][NH:21][CH2:22][CH2:23]1>>[Br:1][c:2]1[cH:3][c:4]([CH:5]([c:6]2[cH:7][cH:8][c:9]([Cl:12])[cH:10][cH:11]2)[N:21]2[CH2:20][CH2:19][N:18]([CH3:17])[CH2:23][CH2:22]2)[cH:14][cH:15][cH:16]1. Procedure details: To a mixture of 3.8 g of lithium aluminium hydride (0.1M) and 150 ml of tetrahydrofuran, 23.3 g of the compound (0.105M) prepared in Step 2 above was dropwise added at room temperature and stirred for 30 minutes. The resultant was added with water and solids produced were filtered. The filtrate was dried over anhydrous sodium sulfate and concentrated under a reduced pressure, to give 13.8 g of the title compound. Run at time 30 minute. Product: OCCNC(C)C1=C(C=CC=C1)C (N-(2-Hydroxyethyl)-1-(2-Methyl-Phenyl)Ethylamine). As a reaction SMILES: [H-].[Al+3].[Li+].[H-].[H-].[H-].O1CCCC1.C([O:14][C:15]([CH2:17][NH:18][CH:19]([C:21]1[CH:26]=[CH:25][CH:24]=[CH:23][C:22]=1[CH3:27])[CH3:20])=O)C>O>[OH:14][CH2:15][CH2:17][NH:18][CH:19]([C:21]1[CH:26]=[CH:25][CH:24]=[CH:23][C:22]=1[CH3:27])[CH3:20] |f:0.1.2.3.4.5|. Starting materials: [H-].[Al+3].[Li+].[H-].[H-].[H-] (lithium aluminium hydride), O1CCCC1 (tetrahydrofuran), C(C)OC(=O)CNC(C)C1=C(C=CC=C1)C (N-(Ethoxycarbonylmethyl)-1-(2'-Methylphenyl)Ethylamine). Solvent: O (water). Isolated yield 73.1%. Reactants: ClC=1N=C(N(C1CO[Si](C)(C)C(C)(C)C)COCC[Si](C)(C)C)S(=O)(=O)Cl (4-chloro-5-({[(1,1-dimethylethyl)(dimethyl)silyl]oxy}methyl)-1-({[2-(trimethylsilyl)ethyl]oxy}methyl)-1H-imidazole-2-sulfonyl chloride), CN (methylamine), solution. Run in CC(=O)C (acetone), C1CCOC1 (THF), C1CCOC1 (THF), C1CCOC1 (THF). Run at time 1 hour. The product is ClC=1N=C(N(C1CO[Si](C)(C)C(C)(C)C)COCC[Si](C)(C)C)S(=O)(=O)NC (4-chloro-5-({[(1,1-dimethylethyl)(dimethyl)silyl]oxy}methyl)-N-methyl-1-({[2-(trimethylsilyl)ethyl]oxy}methyl)-1H-imidazole-2-sulfonamide). Isolated yield 68.0%. Reaction SMILES: [Cl:1][C:2]1[N:3]=[C:4]([S:24](Cl)(=[O:26])=[O:25])[N:5]([CH2:16][O:17][CH2:18][CH2:19][Si:20]([CH3:23])([CH3:22])[CH3:21])[C:6]=1[CH2:7][O:8][Si:9]([C:12]([CH3:15])([CH3:14])[CH3:13])([CH3:11])[CH3:10].[CH3:28][NH2:29]>CC(C)=O.C1COCC1>[Cl:1][C:2]1[N:3]=[C:4]([S:24]([NH:29][CH3:28])(=[O:26])=[O:25])[N:5]([CH2:16][O:17][CH2:18][CH2:19][Si:20]([CH3:23])([CH3:22])[CH3:21])[C:6]=1[CH2:7][O:8][Si:9]([C:12]([CH3:15])([CH3:14])[CH3:13])([CH3:11])[CH3:10]. Procedure details: A solution of 4-chloro-5-({[(1,1-dimethylethyl)(dimethyl)silyl]oxy}methyl)-1-({[2-(trimethylsilyl)ethyl]oxy}methyl)-1H-imidazole-2-sulfonyl chloride (0.341 g, 0.72 mmol) in acetone (4.5 mL) and THF (2.5 mL) was added to a 0° C. solution of methylamine (3.6 mL of a 2M solution in THF, 7.2 mmol) in THF (2 mL). The reaction mixture was stirred at RT for 1 h and evaporated. The residue was taken up in EtOAc and washed with brine. The organic phase was dried (Na2SO4), filtered evaporated, and purifie... Starting materials: COC(=O)c1ccccc1Oc1cnccc1N, CN(C)C=O, [H-], [Na+]. Yields the product O=C1Nc2ccncc2Oc2ccccc21. RXN SMILES: [CH3:1][O:2][C:3]([c:4]1[c:5]([O:10][c:11]2[cH:12][n:13][cH:14][cH:15][c:16]2[NH2:17])[cH:6][cH:7][cH:8][cH:9]1)=[O:18].[CH3:21][N:22]([CH3:23])[CH:24]=[O:25].[H-:19].[Na+:20]>>[O:2]=[C:3]1[c:4]2[c:5]([cH:6][cH:7][cH:8][cH:9]2)[O:10][c:11]2[cH:12][n:13][cH:14][cH:15][c:16]2[NH:17]1. Starting materials: Cl (HCl), FC=1C=C2C(=CNC2=CC1)CC1CCNCC1 (5-fluoro-3-[(4-piperidinyl)methyl]-1H-indole), ClCCOC1=C2C=CNC2=CC=C1 (4-(2-chloroethoxy)-1H-indole), C([O-])([O-])=O.[K+].[K+] (potassium carbonate), [I-].[K+] (potassium iodide), base, Cl (monohydrochloride), hydrate. The solvent is CCOCC (ether), C(C)#N (acetonitrile), C(C)(=O)OCC (ethyl acetate), C(C)(=O)OCC (ethyl acetate). Product: FC=1C=C2C(=CNC2=CC1)CC1CCN(CC1)CCOC1=C2C=CNC2=CC=C1 (5-Fluoro-3-{1-[2-(1H-indol-4-yloxy)ethyl]-piperidin-4-ylmethyl}-1H-indole). Yield: 11.4%. RXN SMILES: [F:1][C:2]1[CH:3]=[C:4]2[C:8](=[CH:9][CH:10]=1)[NH:7][CH:6]=[C:5]2[CH2:11][CH:12]1[CH2:17][CH2:16][NH:15][CH2:14][CH2:13]1.Cl[CH2:19][CH2:20][O:21][C:22]1[CH:30]=[CH:29][CH:28]=[C:27]2[C:23]=1[CH:24]=[CH:25][NH:26]2.C(=O)([O-])[O-].[K+].[K+].[I-].[K+].Cl>C(#N)C.C(OCC)(=O)C.CCOCC>[F:1][C:2]1[CH:3]=[C:4]2[C:8](=[CH:9][CH:10]=1)[NH:7][CH:6]=[C:5]2[CH2:11][CH:12]1[CH2:17][CH2:16][N:15]([CH2:19][CH2:20][O:21][C:22]2[CH:30]=[CH:29][CH:28]=[C:27]3[C:23]=2[CH:24]=[CH:25][NH:26]3)[CH2:14][CH2:13]1 |f:2.3.4,5.6|. Procedure: To a solution of 5-fluoro-3-[(4-piperidinyl)methyl]-1H-indole (0.84 g, 3.6 mmol) in acetonitrile (50 mL) was added 4-(2-chloroethoxy)-1H-indole (0.59 g, 3.6 mmol), potassium carbonate (0.48 g) followed by addition of potassium iodide (0.60 g) at room temperature. The reaction mixture was heated to reflux for 5 h and cooled. The reaction mixture was diluted with ethyl acetate, washed with brine, dried over anhydrous sodium sulfate, filtered and concentrated. The crude product was purified by sili... Starting materials: CC(C)O, O=[N+]([O-])c1c(F)c(Cl)c(Cl)c(Cl)c1F. Yields the product Nc1c(F)c(Cl)c(Cl)c(Cl)c1F. RXN SMILES: [CH:15]([OH:16])([CH3:17])[CH3:18].[F:1][c:2]1[c:3]([N+:12]([O-:13])=[O:14])[c:4]([F:11])[c:5]([Cl:10])[c:6]([Cl:9])[c:7]1[Cl:8]>>[F:1][c:2]1[c:3]([NH2:12])[c:4]([F:11])[c:5]([Cl:10])[c:6]([Cl:9])[c:7]1[Cl:8].